This data is from the Open Reaction Database (ORD), a public repository of structured organic reaction records. The task is: describe an organic reaction: reactants, conditions, products, and yield Reactants: [N-]=[N+]=[N-].[Na+] (Sodium azide), C(C)(C)(C)OC([C@H](CC(CBr)SSC)NC(=O)OC(C)(C)C)=O ((S)-5-bromo-2-tert-butoxycarbonylamino-4-methyldisulfanyl-pentanoic acid tert-butyl ester), C(C)(C)(C)OC([C@H](CC(CBr)SSC)NC(=O)OC(C)(C)C)=O ((S)-5-bromo-2-tert-butoxycarbonylamino-4-methyldisulfanyl-pentanoic acid tert-butyl ester). Run in CN(C=O)C (N,N-dimethylformamide). Run at time 6 hour. Product: C(C)(C)(C)OC([C@H](CC(CN=[N+]=[N-])SSC)NC(=O)OC(C)(C)C)=O ((S)-5-azido-2-tert-butoxycarbonylamino-4-methyldisulfanyl-pentanoic acid tert-butyl ester). The yield is 64.0%. As a reaction SMILES: [N-:1]=[N+:2]=[N-:3].[Na+].[C:5]([O:9][C:10](=[O:27])[C@@H:11]([NH:19][C:20]([O:22][C:23]([CH3:26])([CH3:25])[CH3:24])=[O:21])[CH2:12][CH:13]([S:16][S:17][CH3:18])[CH2:14]Br)([CH3:8])([CH3:7])[CH3:6]>CN(C)C=O>[C:5]([O:9][C:10](=[O:27])[C@@H:11]([NH:19][C:20]([O:22][C:23]([CH3:26])([CH3:25])[CH3:24])=[O:21])[CH2:12][CH:13]([S:16][S:17][CH3:18])[CH2:14][N:1]=[N+:2]=[N-:3])([CH3:8])([CH3:6])[CH3:7] |f:0.1|. Procedure details: Sodium azide (2.44 g, 37.6 mmol) was added to a solution of the crude (S)-5-bromo-2-tert-butoxycarbonylamino-4-methyldisulfanyl-pentanoic acid tert-butyl ester (Compound 32) obtained in the foregoing in N,N-dimethylformamide (100 ml), and the reaction mixture was stirred at room temperature for 6 hours. After completion of the reaction, the insoluble matter was separated by filtration, and the filtrate was concentrated under reduced pressure. The resulting residue was purified by normal-phase si...